This data is from the Open Reaction Database (ORD), a public repository of structured organic reaction records. The task is: describe an organic reaction: reactants, conditions, products, and yield Reactants: C(C)NC1=C(C=CC(=C1)OC)C1CC=2C=CC(=CC2CC1)O (6-(2-ethylamino-4-methoxyphenyl)-5,6,7,8-tetrahydronaphthalen-2-ol), [H-].[Na+] (sodium hydride), [Cl-].[NH4+] (ammonium chloride), CC(C(=O)N1C(SCC1)=S)(C)C (2,2-dimethyl-1-(2-thioxothiazolidin-3-yl)propan-1-one). Run in O1CCCC1 (tetrahydrofuran). Run at time 30 minute. Yields the product C(C)NC1=C(C=CC(=C1)OC)C1CC=2C=CC(=CC2CC1)OC(C(C)(C)C)=O (Pivalic acid 6-(2-ethylamino-4-methoxyphenyl)-5,6,7,8-tetrahydronaphthalen-2-yl ester). The yield is 99.8%. As a reaction SMILES: [CH2:1]([NH:3][C:4]1[CH:9]=[C:8]([O:10][CH3:11])[CH:7]=[CH:6][C:5]=1[CH:12]1[CH2:21][CH2:20][C:19]2[CH:18]=[C:17]([OH:22])[CH:16]=[CH:15][C:14]=2[CH2:13]1)[CH3:2].[H-].[Na+].[CH3:25][C:26]([CH3:36])([CH3:35])[C:27](N1CCSC1=S)=[O:28].[Cl-].[NH4+]>O1CCCC1>[CH2:1]([NH:3][C:4]1[CH:9]=[C:8]([O:10][CH3:11])[CH:7]=[CH:6][C:5]=1[CH:12]1[CH2:21][CH2:20][C:19]2[CH:18]=[C:17]([O:22][C:27](=[O:28])[C:26]([CH3:36])([CH3:35])[CH3:25])[CH:16]=[CH:15][C:14]=2[CH2:13]1)[CH3:2] |f:1.2,4.5|. Procedure details: To a solution of 6-(2-ethylamino-4-methoxyphenyl)-5,6,7,8-tetrahydronaphthalen-2-ol (500 mg) in tetrahydrofuran (15 ml) was added 60% sodium hydride (75 mg) under a nitrogen atmosphere, the solution was stirred for 30 minutes at room temperature, then 2,2-dimethyl-1-(2-thioxothiazolidin-3-yl)propan-1-one (380 mg) was added thereto on an ice bath followed by stirring for 25 minutes. A saturated aqueous solution of ammonium chloride was added thereto, the solution was stirred, extracted with ethyl... Starting materials: NC1=C(C(=C2C(=N1)OC1=C(C=CC=C1C2)O)N)C#N (2,4-diamino-9-hydroxy-5H-chromeno[2,3-b]pyridine-3-carbonitrile), [OH-].[Na+] (sodium hydroxide), halide. The solvent is CS(=O)C (dimethyl sulfoxide). Reaction conditions: temperature 75 celsius. Yields the product NC1=C(C(=C2C(=N1)OC1=C(C=CC=C1C2)O)N)C#N.C2(=CC=CC=C2)O (Phenol 2,4-diamino-9-hydroxy-5H-chromeno[2,3-b]pyridine-3-carbonitrile). RXN SMILES: [NH2:1][C:2]1[N:7]=[C:6]2[O:8][C:9]3[C:14]([CH2:15][C:5]2=[C:4]([NH2:17])[C:3]=1[C:18]#[N:19])=[CH:13][CH:12]=[CH:11][C:10]=3[OH:16].[OH-].[Na+]>CS(C)=O>[NH2:1][C:2]1[N:7]=[C:6]2[O:8][C:9]3[C:14]([CH2:15][C:5]2=[C:4]([NH2:17])[C:3]=1[C:18]#[N:19])=[CH:13][CH:12]=[CH:11][C:10]=3[OH:16].[C:9]1([OH:8])[CH:14]=[CH:13][CH:12]=[CH:11][CH:10]=1 |f:1.2,4.5|. Procedure details: A solution of 2,4-diamino-9-hydroxy-5H-chromeno[2,3-b]pyridine-3-carbonitrile (0.73 mmol), and powdered sodium hydroxide (117 mg, 2.93 mmol)) in dimethyl sulfoxide (4 mL) is heated to 50° C. for five minutes. The corresponding halide is added and the reaction mixture is stirred at 50° C. or 75° C. until completion. The mixture is quenched with saturated aqueous ammonium chloride and directly purified by purified by reverse phase chromatography. Reactants: COc1cc(=O)c2ccccc2[nH]c1=O, O, OCCNCCO. The product is O=c1[nH]c2ccccc2c(=O)cc1N(CCO)CCO. Reaction SMILES: [CH3:1][O:2][c:3]1[cH:4][c:5](=[O:15])[c:6]2[c:7]([nH:8][c:9]1=[O:10])[cH:11][cH:12][cH:13][cH:14]2.[OH2:23].[OH:16][CH2:17][CH2:18][NH:19][CH2:20][CH2:21][OH:22]>>[c:3]1([N:19]([CH2:18][CH2:17][OH:16])[CH2:20][CH2:21][OH:22])[cH:4][c:5](=[O:15])[c:6]2[c:7]([nH:8][c:9]1=[O:10])[cH:11][cH:12][cH:13][cH:14]2. Reactants: C(C)(C)(C)N1C=C(C(C2=CC(=CC=C12)I)=O)C(=O)NCC1=CC=C(C=C1)Cl (1-(tert-butyl)-N-(4-chlorobenzyl)-6-iodo-4-oxo-1,4-dihydro-3-quinolinecarboxamide), C(C#C)O (propargyl alcohol). Reagents/catalysts: [Cu]I (copper (I) iodide), Cl[Pd]([P](C1=CC=CC=C1)(C2=CC=CC=C2)C3=CC=CC=C3)([P](C4=CC=CC=C4)(C5=CC=CC=C5)C6=CC=CC=C6)Cl (dichlorobis(triphenylphosphine)palladium). Solvent: C(C)NCC (diethylamine). Reaction conditions: time 18 hour. The product is C(C)(C)(C)N1C=C(C(C2=CC(=CC=C12)C#CCO)=O)C(=O)NCC1=CC=C(C=C1)Cl (1-(tert-Butyl)-N-(4-chlorobenzyl)-6-(3-hydroxy-1-propynyl)-4-oxo-1,4-dihydro-3-quinolinecarboxamide). Reaction SMILES: [C:1]([N:5]1[C:14]2[C:9](=[CH:10][C:11](I)=[CH:12][CH:13]=2)[C:8](=[O:16])[C:7]([C:17]([NH:19][CH2:20][C:21]2[CH:26]=[CH:25][C:24]([Cl:27])=[CH:23][CH:22]=2)=[O:18])=[CH:6]1)([CH3:4])([CH3:3])[CH3:2].[CH2:28]([OH:31])[C:29]#[CH:30]>C(NCC)C.[Cu]I.Cl[Pd](Cl)([P](C1C=CC=CC=1)(C1C=CC=CC=1)C1C=CC=CC=1)[P](C1C=CC=CC=1)(C1C=CC=CC=1)C1C=CC=CC=1>[C:1]([N:5]1[C:14]2[C:9](=[CH:10][C:11]([C:30]#[C:29][CH2:28][OH:31])=[CH:12][CH:13]=2)[C:8](=[O:16])[C:7]([C:17]([NH:19][CH2:20][C:21]2[CH:26]=[CH:25][C:24]([Cl:27])=[CH:23][CH:22]=2)=[O:18])=[CH:6]1)([CH3:4])([CH3:3])[CH3:2] |^1:41,60|. Procedure: To a stirred slurry of 1.15 g of 1-(tert-butyl)-N-(4-chlorobenzyl)-6-iodo-4-oxo-1,4-dihydro-3-quinolinecarboxamide from Preparation No. 10, 156 mg of copper (I) iodide, and 66 mg of dichlorobis(triphenylphosphine)palladium (II) in 23 mL of diethylamine, under argon, is added 0.16 mL of propargyl alcohol. The mixture is stirred for 18 hour at room temperature, then concentrated under reduced pressure. The residue is partitioned between water and chloroform-methanol, and the organic phase dried (M...